This data is from the Open Reaction Database (ORD), a public repository of structured organic reaction records. The task is: describe an organic reaction: reactants, conditions, products, and yield Starting materials: Cc1c(C)c2c(c(C)c1Br)CC(C)(CO)O2, Cc1ccc(N2CCNCC2)cc1. The product is Cc1ccc(N2CCN(c3c(C)c(C)c4c(c3C)CC(C)(CO)O4)CC2)cc1. As a reaction SMILES: [Br:1][c:2]1[c:3]([CH3:16])[c:4]([CH3:15])[c:5]2[c:6]([c:13]1[CH3:14])[CH2:7][C:8]([CH3:10])([CH2:11][OH:12])[O:9]2.[CH3:17][c:18]1[cH:19][cH:20][c:21]([N:24]2[CH2:25][CH2:26][NH:27][CH2:28][CH2:29]2)[cH:22][cH:23]1>>[c:2]1([N:27]2[CH2:26][CH2:25][N:24]([c:21]3[cH:20][cH:19][c:18]([CH3:17])[cH:23][cH:22]3)[CH2:29][CH2:28]2)[c:3]([CH3:16])[c:4]([CH3:15])[c:5]2[c:6]([c:13]1[CH3:14])[CH2:7][C:8]([CH3:10])([CH2:11][OH:12])[O:9]2.